describe an organic reaction: reactants, conditions, products, and yield From a dataset of the Open Reaction Database (ORD), a public repository of structured organic reaction records. Starting materials: FC=1C=C2C(=CC(OC2=C(C1O)F)=O)C (6,8-difluoro-7-hydroxy-4-methylcoumarin), C(C)I (ethyl iodide), C([O-])([O-])=O.[K+].[K+] (potassium carbonate), C(C)I (ethyl iodide). Solvent: CC(=O)C (acetone). The product is FC=1C=C2C(=CC(OC2=C(C1OCC)F)=O)C (6,8-difluoro-7-ethoxy-4-methylcoumarin). Isolated yield 44.3%. As a reaction SMILES: [F:1][C:2]1[CH:3]=[C:4]2[C:9](=[C:10]([F:13])[C:11]=1[OH:12])[O:8][C:7](=[O:14])[CH:6]=[C:5]2[CH3:15].[CH2:16](I)[CH3:17].C(=O)([O-])[O-].[K+].[K+]>CC(C)=O>[F:1][C:2]1[CH:3]=[C:4]2[C:9](=[C:10]([F:13])[C:11]=1[O:12][CH2:16][CH3:17])[O:8][C:7](=[O:14])[CH:6]=[C:5]2[CH3:15] |f:2.3.4|. Procedure details: A solution of Compound 5 (0.10 g, 0.47 mmol) and ethyl iodide (112 μL, 1.4 mmol) in acetone (10 mL) is stirred at reflux with potassium carbonate (207 mg, 1.5 mmol) for 72 hours, during which additional ethyl iodide (2×200 μL) is added at 24 and 48 hours. After cooling, the reaction mixture is filtered and the filtrate is concentrated to a colorless solid. This solid is purified by preparative TLC (silica gel, 1000 μm plate, eluting with ethyl acetate/hexanes 1:1) to give 50 mg of nonfluorescent... The reactants are ClCCl, CN=C=O, CCCCCCCCCCCCCCC(C)N. Product: CCCCCCCCCCCCCCC(C)NC(=O)NC. RXN SMILES: [CH2:22]([Cl:23])[Cl:24].[CH3:18][N:19]=[C:20]=[O:21].[CH3:1][CH:2]([CH2:3][CH2:4][CH2:5][CH2:6][CH2:7][CH2:8][CH2:9][CH2:10][CH2:11][CH2:12][CH2:13][CH2:14][CH2:15][CH3:16])[NH2:17]>>[CH3:1][CH:2]([CH2:3][CH2:4][CH2:5][CH2:6][CH2:7][CH2:8][CH2:9][CH2:10][CH2:11][CH2:12][CH2:13][CH2:14][CH2:15][CH3:16])[NH:17][C:20]([NH:19][CH3:18])=[O:21].